This data is from the Open Reaction Database (ORD), a public repository of structured organic reaction records. The task is: describe an organic reaction: reactants, conditions, products, and yield Reaction conditions: time 5 hour. The reactants are Cl (hydrochloric acid), C(=O)NC=1SC=C(N1)C(C(=O)NC1[C@@H]2N(C(=CCS2)C(=O)O)C1=O)=O (7-[2-(2-formamido-4-thiazolyl)glyoxyloylamino]-3-cephem-4-carboxylic acid). Procedure: A mixture of conc.hydrochloric acid (2.44 g) and methanol (10 ml) was added to a mixture of 7-[2-(2-formamido-4-thiazolyl)glyoxyloylamino]-3-cephem-4-carboxylic acid (2.44 g) in methanol (40 ml) under ice-cooling, stirred at 20° to 22° C. for 5 hours and filtered. The filtrate was concentrated under reduced pressure, and water (100 ml) was added to the residue adjusted to pH 6.5 with sodium bicarbonate with stirring and filtered. The filtrate was washed with ethyl acetate, and adjusted to pH 3.5... Yields the product NC=1SC=C(N1)C(C(=O)NC1[C@@H]2N(C(=CCS2)C(=O)O)C1=O)=O (7-[2-(2-amino-4-thiazolyl)glyoxyloylamino]-3-cephem-4-carboxylic acid). Isolated yield 21.8%. RXN SMILES: Cl.C([NH:4][C:5]1[S:6][CH:7]=[C:8]([C:10](=[O:26])[C:11]([NH:13][CH:14]2[C:24](=[O:25])[N:16]3[C:17]([C:21]([OH:23])=[O:22])=[CH:18][CH2:19][S:20][C@H:15]23)=[O:12])[N:9]=1)=O>CO>[NH2:4][C:5]1[S:6][CH:7]=[C:8]([C:10](=[O:26])[C:11]([NH:13][CH:14]2[C:24](=[O:25])[N:16]3[C:17]([C:21]([OH:23])=[O:22])=[CH:18][CH2:19][S:20][C@H:15]23)=[O:12])[N:9]=1. Solvent: CO (methanol), CO (methanol). The reactants are [Al+3], CC(C)CC(NC(=O)OC(C)(C)C)C(=O)O, C[N-]OC, [H-], [H-], [H-], [H-], [K+], [Li+], O, O=S(=O)([O-])O. Product: CC(C)CC(C=O)NC(=O)OC(C)(C)C. Reaction SMILES: [Al+3:2].[C:7]([CH3:8])([CH3:9])([CH3:10])[O:11][C:12](=[O:13])[NH:14][CH:15]([CH2:16][CH:17]([CH3:18])[CH3:19])[C:20](=[O:21])[OH:22].[CH3:23][O:24][N-:25][CH3:26].[H-:1].[H-:4].[H-:5].[H-:6].[K+:32].[Li+:3].[OH2:33].[S:27]([O-:28])([OH:29])(=[O:30])=[O:31]>>[C:7]([CH3:8])([CH3:9])([CH3:10])[O:11][C:12](=[O:13])[NH:14][CH:15]([CH2:16][CH:17]([CH3:18])[CH3:19])[CH:20]=[O:21]. The reactants are COC(=O)[C@@H]1[C@]2(C)[C@@H](CC1)[C@@H]1CCC3=CC(CC[C@]3(C)[C@H]1C(C2)=O)=O (17β-Methoxycarbonylandrost-4-ene-3,11-dione), [BH4-].[Na+] (sodium borohydride). Solvent: CO (methanol). Reaction conditions: time 30 minute. The product is O[C@@H]1C=C2CC[C@H]3[C@@H]4CC[C@@H]([C@@]4(C)CC([C@@H]3[C@]2(CC1)C)=O)C(=O)OC (3β-hydroxy-17β-methoxycarbonylandrost-4-en-11-one). The yield is 18.0%. As a reaction SMILES: [CH3:1][O:2][C:3]([C@H:5]1[CH2:10][CH2:9][C@H:8]2[C@H:11]3[C@H:21]([C:22](=[O:24])[CH2:23][C@:6]12[CH3:7])[C@:19]1([CH3:20])[C:14](=[CH:15][C:16](=[O:25])[CH2:17][CH2:18]1)[CH2:13][CH2:12]3)=[O:4].[BH4-].[Na+]>CO>[OH:25][C@H:16]1[CH2:17][CH2:18][C@@:19]2([CH3:20])[C:14]([CH2:13][CH2:12][C@@H:11]3[C@@H:21]2[C:22](=[O:24])[CH2:23][C@@:6]2([CH3:7])[C@H:8]3[CH2:9][CH2:10][C@@H:5]2[C:3]([O:2][CH3:1])=[O:4])=[CH:15]1 |f:1.2|. Procedure details: 17β-Methoxycarbonylandrost-4-ene-3,11-dione (2.8 g.) was dissolved in dry methanol (250 ml.) and to the stirred solution was added sodium borohydride (600 mg.) in portions over 2 hours. The reaction was then left to stand for 30 minutes, and then concentrated by evaporation under reduced pressure and poured on to ice. The precipitate was extracted into chloroform and the organic solution was dried over sodium sulphate and evaporated to an oil which was purified by preparative TLC to give 3β-hydr... Reactants: P(=O)([O-])([O-])[O-] (phosphate), C1(=CC=C(C=C1)S(=O)(=O)O)C (toluene-4-sulfonic acid), CC[C@H]1[C@H]([C@@H](C/C(=C/C=C/[C@@H]([C@H](OC(=O)/C(=C/C(=C/[C@H]([C@H]1O)C)/C)/OC)[C@@H](C)[C@H]([C@H](C)[C@H]2C[C@H]([C@@H]([C@H](O2)/C=C/C)C)O[C@H]3C[C@H]([C@@H]([C@H](O3)C)OC(=O)N)O)O)OC)/C)C)O (21-deoxyconcanamycin A). Run in Cl (HCl), CO (MeOH). Run at time 48 hour. The product is CC[C@H]1[C@H]([C@@H](C/C(=C/C=C/[C@@H]([C@H](OC(=O)/C(=C/C(=C/[C@H]([C@H]1O)C)/C)/OC)[C@@H](C)[C@H]([C@H](C)[C@H]2C[C@H]([C@@H]([C@H](O2)/C=C/C)C)O)O)OC)/C)C)O (21-Deoxy-concanolide A). RXN SMILES: C1(C)C=CC(S(O)(=O)=O)=CC=1.[CH3:12][CH2:13][C@@H:14]1[C@H:32]([OH:33])[C@H:31]([CH3:34])[CH:30]=[C:29]([CH3:35])[CH:28]=[C:27]([O:36][CH3:37])[C:25](=[O:26])[O:24][C@H:23]([C@H:38]([C@@H:40]([OH:66])[C@@H:41]([C@@H:43]2[O:48][C@H:47](/[CH:49]=[CH:50]/[CH3:51])[C@@H:46]([CH3:52])[C@H:45]([O:53][C@@H]3O[C@H](C)[C@@H](OC(N)=O)[C@H](O)C3)[CH2:44]2)[CH3:42])[CH3:39])[C@@H:22]([O:67][CH3:68])[CH:21]=[CH:20][CH:19]=[C:18]([CH3:69])[CH2:17][C@@H:16]([CH3:70])[C@@H:15]1[OH:71].P([O-])([O-])([O-])=O>Cl.CO>[CH3:12][CH2:13][C@@H:14]1[C@H:32]([OH:33])[C@H:31]([CH3:34])[CH:30]=[C:29]([CH3:35])[CH:28]=[C:27]([O:36][CH3:37])[C:25](=[O:26])[O:24][C@H:23]([C@H:38]([C@@H:40]([OH:66])[C@@H:41]([C@@H:43]2[O:48][C@H:47](/[CH:49]=[CH:50]/[CH3:51])[C@@H:46]([CH3:52])[C@H:45]([OH:53])[CH2:44]2)[CH3:42])[CH3:39])[C@@H:22]([O:67][CH3:68])[CH:21]=[CH:20][CH:19]=[C:18]([CH3:69])[CH2:17][C@@H:16]([CH3:70])[C@@H:15]1[OH:71]. Reported procedure: 500 mg (2.6 mmol, 22.5 equiv.) of toluene-4-sulfonic acid in 3 ml of 1N HCl are added to a solution of 100 mg of 21-deoxyconcanamycin A (0.117 mmol) in 15 ml of MeOH and the reaction mixture is stirred for 48 hours at room temperature. After the addition of 20 ml of phosphate buffer (pH=7) the solvent is removed in vacuo. Standard working-up, followed by column chromatography on silica gel (system E then system D), yields the title compound. M.p. 104° C. Reactants: Cl, Cl, Cl, CC(CN1CCC(N)CC1)N1CCC(O)CC1, O=C(O)c1cc2c(OCc3coc4ccccc34)cccc2[nH]1. Yields the product CC(CN1CCC(NC(=O)c2cc3c(OCc4coc5ccccc45)cccc3[nH]2)CC1)N1CCC(O)CC1. RXN SMILES: [ClH:24].[ClH:25].[ClH:26].[NH2:27][CH:28]1[CH2:29][CH2:30][N:31]([CH2:34][CH:35]([CH3:36])[N:37]2[CH2:38][CH2:39][CH:40]([OH:43])[CH2:41][CH2:42]2)[CH2:32][CH2:33]1.[o:1]1[cH:2][c:3]([CH2:10][O:11][c:12]2[c:13]3[cH:14][c:15]([C:21](=[O:22])[OH:23])[nH:16][c:17]3[cH:18][cH:19][cH:20]2)[c:4]2[c:5]1[cH:6][cH:7][cH:8][cH:9]2>>[o:1]1[cH:2][c:3]([CH2:10][O:11][c:12]2[c:13]3[cH:14][c:15]([C:21](=[O:22])[NH:27][CH:28]4[CH2:29][CH2:30][N:31]([CH2:34][CH:35]([CH3:36])[N:37]5[CH2:38][CH2:39][CH:40]([OH:43])[CH2:41][CH2:42]5)[CH2:32][CH2:33]4)[nH:16][c:17]3[cH:18][cH:19][cH:20]2)[c:4]2[c:5]1[cH:6][cH:7][cH:8][cH:9]2. The reactants are [H-].[Na+] (Sodium hydride), FC1=CC=C(C=C1)C(CO)(C)C (2-(4-fluorophenyl)-2-methylpropan-1-ol), C1CCOC1 (THF), C1CCOC1 (THF). The reagents and catalysts are IC (Iodomethane). Run at time 1 hour. Product: FC1=CC=C(C=C1)C(COC)(C)C (1-Fluoro-4-(1-methoxy-2-methylpropan-2-yl)benzene). Isolated yield 79.0%. Reaction SMILES: [H-].[Na+].[F:3][C:4]1[CH:9]=[CH:8][C:7]([C:10]([CH3:14])([CH3:13])[CH2:11][OH:12])=[CH:6][CH:5]=1.[CH2:15]1COCC1>IC>[F:3][C:4]1[CH:5]=[CH:6][C:7]([C:10]([CH3:14])([CH3:13])[CH2:11][O:12][CH3:15])=[CH:8][CH:9]=1 |f:0.1|. Procedure: Sodium hydride (1.664 g, 41.6 mmol, 60% dispersion in mineral oil) was suspended in dry THF (18 ml) under N2 and 2-(4-fluorophenyl)-2-methylpropan-1-ol (3.500 g, 20.8 mmol) in dry THF (18 ml) was slowly added to the suspension at 0° C. After complete addition the reaction was warmed to r.t. and left for 1 h. Iodomethane (6.5 ml, 0.104 mmol) was slowly added at r.t. and the reaction left for 3 h. The reaction was quenched by slow addition of H2O (35 ml). The layers were separated and the aqueous ... Starting materials: Cc1noc(NC(=O)OCC(Cl)(Cl)Cl)c1C, CS(C)=O, CCN(C(C)C)C(C)C, O, c1csc(-c2nsc(N3CCNCC3)n2)c1. Yields the product Cc1noc(NC(=O)N2CCN(c3nc(-c4cccs4)ns3)CC2)c1C. RXN SMILES: [CH3:1][c:2]1[n:3][o:4][c:5]([NH:8][C:9]([O:10][CH2:11][C:12]([Cl:13])([Cl:14])[Cl:15])=[O:16])[c:6]1[CH3:7].[CH3:43][S:44]([CH3:45])=[O:46].[CH:33]([N:34]([CH:35]([CH3:36])[CH3:37])[CH2:38][CH3:39])([CH3:40])[CH3:41].[OH2:42].[s:17]1[c:18](-[c:22]2[n:23][s:24][c:25]([N:27]3[CH2:28][CH2:29][NH:30][CH2:31][CH2:32]3)[n:26]2)[cH:19][cH:20][cH:21]1>>[CH3:1][c:2]1[n:3][o:4][c:5]([NH:8][C:9](=[O:16])[N:30]2[CH2:29][CH2:28][N:27]([c:25]3[s:24][n:23][c:22](-[c:18]4[s:17][cH:21][cH:20][cH:19]4)[n:26]3)[CH2:32][CH2:31]2)[c:6]1[CH3:7].